This data is from the Open Reaction Database (ORD), a public repository of structured organic reaction records. The task is: describe an organic reaction: reactants, conditions, products, and yield Starting materials: NCCNC(=O)C=1SC=CC1NC1=C2C(=NC=C1)NC=C2 (3-(1H-Pyrrolo[2,3-b]pyridin-4-ylamino)-thiophene-2-carboxylic acid (2-amino-ethyl)-amide), NC[C@@H]1N(CCC1)C(=O)OC(C)(C)C ((R)-2-(aminomethyl)-1-N-BOC-pyrrolidine). Yields the product C(C)(C)(C)OC(=O)N1[C@H](CCC1)CNC(=O)C=1SC=CC1NC1=C2C(=NC=C1)NC=C2 ((R)-2-({[3-(1H-Pyrrolo[2,3-b]pyridin-4-ylamino)-thiophene-2-carbonyl]-amino}methyl)pyrrolidine-1-carboxylic acid tert-butyl ester). As a reaction SMILES: NCCN[C:5]([C:7]1[S:8][CH:9]=[CH:10][C:11]=1[NH:12][C:13]1[CH:18]=[CH:17][N:16]=[C:15]2[NH:19][CH:20]=[CH:21][C:14]=12)=[O:6].[NH2:22][CH2:23][C@H:24]1[CH2:28][CH2:27][CH2:26][N:25]1[C:29]([O:31][C:32]([CH3:35])([CH3:34])[CH3:33])=[O:30]>>[C:32]([O:31][C:29]([N:25]1[CH2:26][CH2:27][CH2:28][C@@H:24]1[CH2:23][NH:22][C:5]([C:7]1[S:8][CH:9]=[CH:10][C:11]=1[NH:12][C:13]1[CH:18]=[CH:17][N:16]=[C:15]2[NH:19][CH:20]=[CH:21][C:14]=12)=[O:6])=[O:30])([CH3:35])([CH3:34])[CH3:33]. Procedure details: This compound was prepared in an analogous manner as 3-(1H-Pyrrolo[2,3-b]pyridin-4-ylamino)-thiophene-2-carboxylic acid (2-amino-ethyl)-amide using (R)-2-(aminomethyl)-1-N-BOC-pyrrolidine instead of tert-butyl-2-amino ethyl carbamate. LCMS (ESI) 442 (M+H) 1H NMR (400 MHz, DMSO-d6) δ ppm 11.52 (1H, br. s.) 10.48 (1H, br. s.) 10.24 (1H, br. s.) 8.17 (1H, br. s.) 8.02 (1H, d, J=5.47 Hz) 7.79 (1H, d, J=5.27 Hz) 7.44-7.54 (1H, m) 7.31 (1H, d, J=2.73 Hz) 6.82 (1H, br. s.) 6.41 (1H, br. s.) 3.93 (1H, b... Starting materials: O=C([O-])[O-], CN(C)C=O, CCOCC, Sc1ccc(Cl)cc1, Cc1ccc(C(O)c2cc(F)ccc2F)nc1, [K+], [K+], O=S(Cl)Cl. Yields the product Cc1ccc(C(Sc2ccc(Cl)cc2)c2cc(F)ccc2F)nc1. RXN SMILES: [C:31](=[O:32])([O-:33])[O-:34].[CH3:18][N:19]([CH3:20])[CH:21]=[O:22].[CH3:41][CH2:42][O:43][CH2:44][CH3:45].[Cl:23][c:24]1[cH:25][cH:26][c:27]([SH:30])[cH:28][cH:29]1.[F:1][c:2]1[c:3]([CH:9]([c:10]2[n:11][cH:12][c:13]([CH3:16])[cH:14][cH:15]2)[OH:17])[cH:4][c:5]([F:8])[cH:6][cH:7]1.[K+:35].[K+:36].[S:37]([Cl:38])([Cl:39])=[O:40]>>[F:1][c:2]1[c:3]([CH:9]([c:10]2[n:11][cH:12][c:13]([CH3:16])[cH:14][cH:15]2)[S:30][c:27]2[cH:26][cH:25][c:24]([Cl:23])[cH:29][cH:28]2)[cH:4][c:5]([F:8])[cH:6][cH:7]1. Starting materials: N1=CC=CC=C1 (pyridine), BrCC(=O)Br (bromoacetyl bromide), ice, NC1=CC=C(C(=C1C(C(F)(F)F)(C#CC(C)C)O)F)F (6-Amino-2,3-difluoro-α-(isopropylethynyl)-α-(trifluoromethyl)benzyl alcohol). Solvent: CCOCC (ether), CCOCC (ether). Run at time 30 minute. Yields the product FC1=C(C=CC2=C1C(OCC(N2)=O)(C(F)(F)F)C#CC(C)C)F (6,7-Difluoro-1,5-dihydro-5-(isopropylethynyl)-5-(trifluoromethyl)-4,1-benzoxazepin-2(3H)-one). Reaction SMILES: [NH2:1][C:2]1[C:7]([C:8]([OH:18])([C:13]#[C:14][CH:15]([CH3:17])[CH3:16])[C:9]([F:12])([F:11])[F:10])=[C:6]([F:19])[C:5]([F:20])=[CH:4][CH:3]=1.N1C=CC=CC=1.Br[CH2:28][C:29](Br)=[O:30]>CCOCC>[F:19][C:6]1[C:7]2[C:8]([C:13]#[C:14][CH:15]([CH3:17])[CH3:16])([C:9]([F:10])([F:11])[F:12])[O:18][CH2:28][C:29](=[O:30])[NH:1][C:2]=2[CH:3]=[CH:4][C:5]=1[F:20]. Reported procedure: To a stirred ice-cooled soliution of 81 mg of 6-Amino-2,3-difluoro-α-(isopropylethynyl)-α-(trifluoromethyl)benzyl alcohol in 8 mL of dry ether was added 0.55 mL of dry pyridine and 0.032 mL of bromoacetyl bromide. After 30 min, the reaction mixture was diluted with ether, washed with water and aqueous sodium bicarbonate, dried and evaporated. The residue was dissolved in 10 mL of dry DMF and was treated at 0° with 10 mg of 100% sodium hydride for 20 min. The cooling bath was removed, and the rea...